From a dataset of the Open Reaction Database (ORD), a public repository of structured organic reaction records. describe an organic reaction: reactants, conditions, products, and yield The reactants are C1COC2(CC3=CC=C(C=C3CC2)Br)O1 (6-Bromo-2-tetralone ethylene ketal), C1CCOC1 (THF), C(=O)=O (carbon dioxide), C(C)(C)(C)[Li] (tert-butyllithium). Run at temperature -78 celsius, time 30 minute. Yields the product C1(CCCC2=CC(=CC=C12)C(=O)O)=O (tetralone-6-carboxylic acid), ethylene ketal. The yield is 55.0%. Reaction SMILES: C1O[C:4]2([CH2:13][CH2:12][C:11]3[C:6](=[CH:7][CH:8]=[C:9](Br)[CH:10]=3)[CH2:5]2)OC1.C([Li])(C)(C)C.[C:21](=[O:23])=[O:22].C1C[O:27]CC1>>[C:5]1(=[O:27])[C:6]2[C:11](=[CH:10][C:9]([C:21]([OH:23])=[O:22])=[CH:8][CH:7]=2)[CH2:12][CH2:13][CH2:4]1. Procedure details: 6-Bromo-2-tetralone ethylene ketal (2.2 g, 8.15 mmol) was dissolved in anhydrous THF (30 mL), cooled to -78° C. and treated with tert-butyllithium (12.05 mL, 20.4 mmol, 1.7M in pentane) under an atmosphere of nitrogen. After stirring for 30 minutes, anhydrous carbon dioxide gas was passed through the reaction mixture for 20 minutes at -78° C. The suspension was then allowed to warm to ambient temperature. The solution was quenched with water and acidified with 1N HCl, then extracted 2×EtOAc. The... Reactants: CC(CCCCCCCCCCCCCBr)C (14-methylpentadecyl bromide), NC1=CC=C(C(=O)OCC)C=C1 (ethyl 4-aminobenzoate). Run in CN(P(=O)(N(C)C)N(C)C)C (hexamethylphosphoramide). Product: CC(CCCCCCCCCCCCCNC1=CC=C(C(=O)OCC)C=C1)C (ethyl 4-(14-methylpentadecyl)aminobenzoate). Reaction SMILES: [CH3:1][CH:2]([CH3:17])[CH2:3][CH2:4][CH2:5][CH2:6][CH2:7][CH2:8][CH2:9][CH2:10][CH2:11][CH2:12][CH2:13][CH2:14][CH2:15]Br.[NH2:18][C:19]1[CH:29]=[CH:28][C:22]([C:23]([O:25][CH2:26][CH3:27])=[O:24])=[CH:21][CH:20]=1>CN(C)P(N(C)C)(N(C)C)=O>[CH3:1][CH:2]([CH3:17])[CH2:3][CH2:4][CH2:5][CH2:6][CH2:7][CH2:8][CH2:9][CH2:10][CH2:11][CH2:12][CH2:13][CH2:14][CH2:15][NH:18][C:19]1[CH:20]=[CH:21][C:22]([C:23]([O:25][CH2:26][CH3:27])=[O:24])=[CH:28][CH:29]=1. Procedure: A solution of 10 g. of 14-methylpentadecyl bromide and 10.8 g. of ethyl 4-aminobenzoate in 75 ml. hexamethylphosphoramide is heated at 120° C. for 17 hours. The cooled solution is diluted with 100 ml. water, filtered, and the residue is washed with 100 ml. 50% ethanol-water. The product is dried, then crystallized from ethanol to yield ethyl 4-(14-methylpentadecyl)aminobenzoate as colorless crystals.